describe an organic reaction: reactants, conditions, products, and yield From a dataset of the Open Reaction Database (ORD), a public repository of structured organic reaction records. Reported procedure: Ethyl chloroformate (7.4 g) was added to a solution of 2-ethoxy-carbonyl-2-ethyl-4-(4-(4-phenylbutyloxy)phenyl)butanoic acid (23 g) and triethylamine (9.5 ml) in acetone (224 ml) at 0° C. and the mixture was stirred at 0° C. for 70 minutes. A solution of sodium azide (4.4 g) in water (30 ml) was added thereto and the whole mixture was stirred at 0° C. for 45 minutes. The reaction mixture was poured into ice-water and extracted with ethyl acetate. The ethyl acetate layer was washed with water and... Product: C(C)C(C(=O)OCC)(CCC1=CC=C(C=C1)OCCCCC1=CC=CC=C1)NC(=O)OC (Ethyl 2-ethyl-2-methoxycarbonylamino-4-(4-(4-phenylbutyloxy)phenyl)butanoate). The reactants are [N-]=[N+]=[N-].[Na+] (sodium azide), ClC(=O)OCC (Ethyl chloroformate), C(C)OC(C(=O)O)(C(CC1=CC=C(C=C1)OCCCCC1=CC=CC=C1)=C=O)CC (2-ethoxy-carbonyl-2-ethyl-4-(4-(4-phenylbutyloxy)phenyl)butanoic acid), ice water, O.C1(=CC=C(C=C1)S(=O)(=O)O)C (p-toluenesulfonic acid monohydrate). Conditions: temperature 0 celsius, time 70 minute. Solvent: O (water), CC(=O)C (acetone), C(C)N(CC)CC (triethylamine), C1=CC=CC=C1 (benzene), CO (Methanol). As a reaction SMILES: Cl[C:2]([O:4][CH2:5]C)=[O:3].C(O[C:10]([CH2:35][CH3:36])([C:14](=C=O)[CH2:15][C:16]1[CH:21]=[CH:20][C:19]([O:22][CH2:23][CH2:24][CH2:25][CH2:26][C:27]2[CH:32]=[CH:31][CH:30]=[CH:29][CH:28]=2)=[CH:18][CH:17]=1)[C:11]([OH:13])=[O:12])C.[N-:37]=[N+]=[N-].[Na+].O.[C:42]1([CH3:52])C=CC(S(O)(=O)=O)=CC=1>CC(C)=O.O.C1C=CC=CC=1.CO.C(N(CC)CC)C>[CH2:35]([C:10]([NH:37][C:2]([O:4][CH3:5])=[O:3])([CH2:14][CH2:15][C:16]1[CH:17]=[CH:18][C:19]([O:22][CH2:23][CH2:24][CH2:25][CH2:26][C:27]2[CH:28]=[CH:29][CH:30]=[CH:31][CH:32]=2)=[CH:20][CH:21]=1)[C:11]([O:13][CH2:42][CH3:52])=[O:12])[CH3:36] |f:2.3,4.5|.